This data is from the Open Reaction Database (ORD), a public repository of structured organic reaction records. The task is: describe an organic reaction: reactants, conditions, products, and yield Starting materials: N1C=CC2=CC(=CC=C12)C(=O)O (1H-indole-5-carboxylic acid), NCCO (2-aminoethanol). Yields the product OCCNC(=O)C=1C=C2C=CNC2=CC1 (N-(2-hydroxyethyl)-1H-indole-5-carboxamide). RXN SMILES: [NH:1]1[C:9]2[C:4](=[CH:5][C:6]([C:10]([OH:12])=O)=[CH:7][CH:8]=2)[CH:3]=[CH:2]1.[NH2:13][CH2:14][CH2:15][OH:16]>>[OH:16][CH2:15][CH2:14][NH:13][C:10]([C:6]1[CH:5]=[C:4]2[C:9](=[CH:8][CH:7]=1)[NH:1][CH:2]=[CH:3]2)=[O:12]. Procedure details: The title compound was prepared by following the similar procedure as described in Intermediate-10, using 1H-indole-5-carboxylic acid and 2-aminoethanol; MS: 205 (M+1).